From a dataset of the Open Reaction Database (ORD), a public repository of structured organic reaction records. describe an organic reaction: reactants, conditions, products, and yield The reactants are CCOCC (ether), [N+](=[N-])=C (diazomethane), CCOCC (ether), C(C)(=O)O (Acetic acid), C1=CC=CC=C1 (benzene), C(C)(=O)OCC (ethyl acetate). Yields the product CON=C(C(=O)OC)C1=CC=C(C=C1)O (methyl 2-methoxyimino-2-(4-hydroxyphenyl)acetate). As a reaction SMILES: [N+:1](=[CH2:3])=[N-].[C:4](O)(=[O:6])C.[CH:8]1[CH:13]=[CH:12][CH:11]=[CH:10][CH:9]=1.[C:14]([O:17][CH2:18]C)(=[O:16])C.CC[O:22]CC>>[CH3:4][O:6][N:1]=[C:3]([C:8]1[CH:13]=[CH:12][C:11]([OH:22])=[CH:10][CH:9]=1)[C:14]([O:17][CH3:18])=[O:16]. Procedure details: This material was dissolved in ether (50 ml.) and a solution of diazomethane in ether was gradually added thereto under ice-cooling until the color of the mixture was changed to yellow. Acetic acid was immediately added thereto and the mixture was washed with a sodium bicarbonate aqueous solution and a saturated sodium chloride aqueous solution and dried over magnesium sulfate. Ether was distilled off to give oily residue (8 g.). The oily residue was subjected to column chromatography on silica ... Starting materials: [BH4-].[Na+] (NaBH4), CC(C(=O)O)(CSC1=CC=CC=C1)C (2,2-dimethyl-3-phenylsulfanyl-propionic acid), CS(=O)(=O)O.O=P12OP3(=O)OP(=O)(O1)OP(=O)(O2)O3 (Eaton's reagent), [OH-].[Na+] (NaOH). Product: CC1(CSC2=CC=CC=C2C1O)C (3,3-dimethyl-thiochroman-4-ol). Run at temperature 65 celsius, time 8 hour. As a reaction SMILES: [CH3:1][C:2]([CH3:14])([CH2:6][S:7][C:8]1[CH:13]=[CH:12][CH:11]=[CH:10][CH:9]=1)[C:3]([OH:5])=O.CS(O)(=O)=O.O=P12OP3(OP(OP(O3)(O1)=O)(=O)O2)=O.[OH-].[Na+].[BH4-].[Na+]>>[CH3:14][C:2]1([CH3:1])[CH:3]([OH:5])[C:13]2[C:8](=[CH:9][CH:10]=[CH:11][CH:12]=2)[S:7][CH2:6]1 |f:1.2,3.4,5.6|. Procedure details: A mixture of 2,2-dimethyl-3-phenylsulfanyl-propionic acid (290 mg, 1.38 mmol) and Eaton's reagent (7 mL) is stirred for overnight at 65° C. The mixture is poured onto ice and basified by the addition of 1M aqueous NaOH. The mixture is extracted three times with dichloromethane. The combined extracts are dried with Na2SO4, filtered and concentrated. The resulting residue is then dissolved in ethanol (10 mL). The resulting solution is charged with NaBH4 (82.6 mg, 2.18 mmol). The mixture is stirred... The reactants are [F-].C(CCC)[N+](CCCC)(CCCC)CCCC (tetrabutyl ammonium fluoride), C(C)(C)(C)OC(=O)N(C=1C2=C(N=CN1)N(C=C2I)[C@H]2C[C@H](N(C2)C(=O)OC(C)(C)C)CO[Si](C2=CC=CC=C2)(C2=CC=CC=C2)C(C)(C)C)C(=O)OC(C)(C)C ((2S,4S)-tert-butyl 4-(4-(bis(tert-butoxycarbonyl)amino)-5-iodo-7H-pyrrolo[2,3-d]pyrimidin-7-yl)-2-((tert-butyldiphenylsilyloxy)methyl)pyrrolidine-1-carboxylate). Run in C1CCOC1 (THF). Conditions: time 8 hour. Yields the product C(C)(C)(C)OC(=O)N(C=1C2=C(N=CN1)N(C=C2I)[C@H]2C[C@H](N(C2)C(=O)OC(C)(C)C)CO)C(=O)OC(C)(C)C ((2S,4S)-tert-butyl 4-(4-(bis(tert-butoxycarbonyl)amino)-5-iodo-7H-pyrrolo[2,3-d]pyrimidin-7-yl)-2-(hydroxymethyl)pyrrolidine-1-carboxylate). RXN SMILES: [F-].C([N+](CCCC)(CCCC)CCCC)CCC.[C:19]([O:23][C:24]([N:26]([C:68]([O:70][C:71]([CH3:74])([CH3:73])[CH3:72])=[O:69])[C:27]1[C:28]2[C:35]([I:36])=[CH:34][N:33]([C@@H:37]3[CH2:41][N:40]([C:42]([O:44][C:45]([CH3:48])([CH3:47])[CH3:46])=[O:43])[C@H:39]([CH2:49][O:50][Si](C(C)(C)C)(C4C=CC=CC=4)C4C=CC=CC=4)[CH2:38]3)[C:29]=2[N:30]=[CH:31][N:32]=1)=[O:25])([CH3:22])([CH3:21])[CH3:20]>C1COCC1>[C:19]([O:23][C:24]([N:26]([C:68]([O:70][C:71]([CH3:74])([CH3:73])[CH3:72])=[O:69])[C:27]1[C:28]2[C:35]([I:36])=[CH:34][N:33]([C@@H:37]3[CH2:41][N:40]([C:42]([O:44][C:45]([CH3:46])([CH3:47])[CH3:48])=[O:43])[C@H:39]([CH2:49][OH:50])[CH2:38]3)[C:29]=2[N:30]=[CH:31][N:32]=1)=[O:25])([CH3:20])([CH3:21])[CH3:22] |f:0.1|. Procedure: Silica gel-carrying tetrabutyl ammonium fluoride (700 mg) (up to 1.5 mmol/g) was added to a solution of (2S,4S)-tert-butyl 4-(4-(bis(tert-butoxycarbonyl)amino)-5-iodo-7H-pyrrolo[2,3-d]pyrimidin-7-yl)-2-((tert-butyldiphenylsilyloxy)methyl)pyrrolidine-1-carboxylate (237.5 mg) obtained in Step 3 in THF (5 ml), and the resulting mixture was stirred at room temperature overnight. Silica gel was separated by filtration, and the solvent of the filtrate was distilled off under reduced pressure. The resu... Reactants: [Cl-].[NH4+] (ammonium chloride), C(C)OC1=NN2C(C=CC=C2)=C1[N+](=O)[O-] (2-ethoxy-3-nitropyrazolo[1,5-a]pyridine). Yields the product Cl.Cl.Cl.C(C)OC1=NN2C(C=CC=C2)=C1N (2-ethoxy-pyrazolo[1,5-a]pyridin-3-ylamine trihydrochloride). Procedure details: Then 500 mg of ammonium chloride were added and then, in portions, 3.88 g of 2-ethoxy-3-nitropyrazolo[1,5-a]pyridine. As a reaction SMILES: [Cl-:1].[NH4+].[CH2:3]([O:5][C:6]1[C:14]([N+:15]([O-])=O)=[C:9]2[CH:10]=[CH:11][CH:12]=[CH:13][N:8]2[N:7]=1)[CH3:4]>>[ClH:1].[ClH:1].[ClH:1].[CH2:3]([O:5][C:6]1[C:14]([NH2:15])=[C:9]2[CH:10]=[CH:11][CH:12]=[CH:13][N:8]2[N:7]=1)[CH3:4] |f:0.1,3.4.5.6|. Reactants: C(C1=CC=CC=C1)OC1=C(C=C2C(CC(=NC2=C1)C1=C(C=CC=C1)F)=O)OC (7-Benzyloxy-2-(2-fluorophenyl)-6-methoxyquinolin-4-one), FC1=C(C=CC=C1)C1=NC2=CC=C(C(=C2C(C1)=O)O)O (2-(2-Fluorophenyl)-5,6-dihydroxyquinolin-4-one). Yields the product FC1=C(C=CC=C1)C1=NC2=CC(=C(C=C2C(C1)=O)OC)O (2-(2-Fluorophenyl)-7-hydroxy-6-methoxyquinolin-4-one). Isolated yield 61.3%. RXN SMILES: C([O:8][C:9]1[CH:18]=[C:17]2[C:12]([C:13](=[O:26])[CH2:14][C:15]([C:19]3[CH:24]=[CH:23][CH:22]=[CH:21][C:20]=3[F:25])=[N:16]2)=[CH:11][C:10]=1[O:27][CH3:28])C1C=CC=CC=1.FC1C=CC=CC=1C1CC(=O)C2C(=CC=C(O)C=2O)N=1>>[F:25][C:20]1[CH:21]=[CH:22][CH:23]=[CH:24][C:19]=1[C:15]1[CH2:14][C:13](=[O:26])[C:12]2[C:17](=[CH:18][C:9]([OH:8])=[C:10]([O:27][CH3:28])[CH:11]=2)[N:16]=1. Reported procedure: Compound 22 (0.3 g, 0.80 mmol) was allowed to react in the same manner as described in the preparation of compound 40 to give 43. White solid; yield: 61.3%; mp 277-279° C.; MS (EI, 70 eV): m/z 285 (M+); IR (KBr): 1622.13 (C═O) cm−1; 1H-NMR (DMSO-d6 200 MHz): δ 3.82 (s, 3H), 6.04 (s, 1H), 7.01 (s, 1H), 7.32-7.50 (m, 3H), 7.50-7.67 (m, 2H), 10.22 (s, 1H), 11.68 (s, 1H); 13C-NMR (DMSO-d6, 50 MHz): δ 55.52, 102.72, 105.37, 108.20, 116.28 (d, J=22.5 Hz), 118.07, 122.94, 124.92, 130.75, 131.99 (d, J=7... Starting materials: C(C=1C(C(=O)N)=CC=CC1)(=O)N (phthalamide), CC(C)OC(=O)/N=N/C(=O)OC(C)C (diisopropylazodicarboxylate), CN1N=CC(=C1C1OCC(CO1)CO)[N+](=O)[O-] ((2-(1-Methyl-4-nitro-1H-pyrazol-5-yl)-1,3-dioxan-5-yl)methanol), CN1N=CC(=C1C1OCC(CO1)CO)[N+](=O)[O-] ((2-(1-Methyl-4-nitro-1H-pyrazol-5-yl)-1,3-dioxan-5-yl)methanol), C1(=CC=CC=C1)P(C1=CC=CC=C1)C1=CC=CC=C1 (triphenylphosphine). The solvent is C1CCOC1 (THF). Conditions: time 18 hour. Yields the product CN1N=CC(=C1C1OCC(CO1)CN1C(C2=CC=CC=C2C1=O)=O)[N+](=O)[O-] (2-((2-(1-methyl-4-nitro-1H-pyrazol-5-yl)-1,3-dioxan-5-yl)methyl)isoindoline-1,3-dione). Isolated yield 41.0%. As a reaction SMILES: [CH3:1][N:2]1[C:6]([CH:7]2[O:12][CH2:11][CH:10]([CH2:13]O)[CH2:9][O:8]2)=[C:5]([N+:15]([O-:17])=[O:16])[CH:4]=[N:3]1.C1(P(C2C=CC=CC=2)C2C=CC=CC=2)C=CC=CC=1.[C:37]([NH2:48])(=[O:47])[C:38]1[C:39](=[CH:43][CH:44]=[CH:45][CH:46]=1)[C:40](N)=[O:41].CC(OC(/N=N/C(OC(C)C)=O)=O)C>C1COCC1>[CH3:1][N:2]1[C:6]([CH:7]2[O:12][CH2:11][CH:10]([CH2:13][N:48]3[C:37](=[O:47])[C:38]4[C:39](=[CH:43][CH:44]=[CH:45][CH:46]=4)[C:40]3=[O:41])[CH2:9][O:8]2)=[C:5]([N+:15]([O-:17])=[O:16])[CH:4]=[N:3]1. Procedure details: To a solution of (2-(1-methyl-4-nitro-1H-pyrazol-5-yl)-1,3-dioxan-5-yl)methanol (360 mg, 1.48 mmol, intermediate 68) in dry THF (12 mL) was added polymer supported triphenylphosphine (˜3 mmol/g, 1.5 g, 4.44 mmol) and phthalamide (326 mg, 2.22 mmol) followed by diisopropylazodicarboxylate (450 mg, 2.22 mmol). The reaction mixture was stirred at room temperature for 18 hr then heated at 35° C. for 4 hr. The reaction mixture was filtered and the filtrate diluted with DCM (50 mL) and washed with a s...